Dataset: the Open Reaction Database (ORD), a public repository of structured organic reaction records. Task: describe an organic reaction: reactants, conditions, products, and yield The reactants are CCOC(C)=O, O=Cc1cc2nccc(Cl)c2s1, O=[N+]([O-])c1ccc(O)c(F)c1, [K+], [K+], O=C([O-])[O-], O. The product is O=Cc1cc2nccc(Oc3ccc([N+](=O)[O-])cc3F)c2s1. Reaction SMILES: [CH3:31][CH2:32][O:33][C:34]([CH3:35])=[O:36].[Cl:1][c:2]1[c:3]2[c:4]([n:5][cH:6][cH:7]1)[cH:8][c:9]([CH:11]=[O:12])[s:10]2.[F:13][c:14]1[c:15]([OH:23])[cH:16][cH:17][c:18]([N+:20](=[O:21])[O-:22])[cH:19]1.[K+:24].[K+:25].[O-:26][C:27]([O-:28])=[O:29].[OH2:30]>>[c:2]1([O:23][c:15]2[c:14]([F:13])[cH:19][c:18]([N+:20](=[O:21])[O-:22])[cH:17][cH:16]2)[c:3]2[c:4]([n:5][cH:6][cH:7]1)[cH:8][c:9]([CH:11]=[O:12])[s:10]2. The reactants are CC#N, Cc1ccccc1, CO, O=C1Cc2cc(Cl)ccc2N1, O=C(Cl)C(Cl)(Cl)Cl, N#CO[Na]. Product: NC(=O)N1C(=O)Cc2cc(Cl)ccc21. As a reaction SMILES: [CH3:23][C:24]#[N:25].[CH3:26][c:27]1[cH:28][cH:29][cH:30][cH:31][cH:32]1.[CH3:33][OH:34].[Cl:12][c:13]1[cH:14][c:15]2[c:19]([cH:20][cH:21]1)[NH:18][C:17](=[O:22])[CH2:16]2.[Cl:5][C:6]([Cl:7])([Cl:8])[C:9]([Cl:10])=[O:11].[Na:1][O:2][C:3]#[N:4]>>[O:2]=[C:3]([NH2:4])[N:18]1[C:17](=[O:22])[CH2:16][c:15]2[cH:14][c:13]([Cl:12])[cH:21][cH:20][c:19]21. The reactants are [Li+].[OH-] (LiOH), O=C1NC2=C(CCN1C1CCN(CC1)C(=O)O[C@@H](C(=O)N1CCC(CC1)N1CCC(CC1)CCC(=O)OCC)CC1=CC(=C(C(=C1)C(F)(F)F)N)Cl)C=CC=C2 ((R)-1-(4-amino-3-chloro-5-trifluoromethyl-benzyl)-2-[4-(2-ethoxycarbonyl-ethyl)-1,4′-bipiperidinyl-1′-yl]-2-oxo-ethyl 4-(2-oxo-1,2,4,5-tetrahydro-1,3-benzodiazepin-3-yl)-piperidine-1-carboxylate). Run in O (water), C1CCOC1 (THF), O (water), C1CCOC1 (THF). Run at time 4 hour. Product: O=C1NC2=C(CCN1C1CCN(CC1)C(=O)O[C@@H](C(=O)N1CCC(CC1)N1CCC(CC1)CCC(=O)O)CC1=CC(=C(C(=C1)C(F)(F)F)N)Cl)C=CC=C2 ((R)-1-(4-amino-3-chloro-5-trifluoromethyl-benzyl)-2-[4-(2-carboxy-ethyl)-1,4′-bipiperidinyl-1′-yl]-2-oxo-ethyl 4-(2-oxo-1,2,4,5-tetrahydro-1,3-benzodiazepin-3-yl)-piperidine-1-carboxylate). RXN SMILES: [Li+].[OH-].[O:3]=[C:4]1[N:10]([CH:11]2[CH2:16][CH2:15][N:14]([C:17]([O:19][C@H:20]([CH2:42][C:43]3[CH:48]=[C:47]([C:49]([F:52])([F:51])[F:50])[C:46]([NH2:53])=[C:45]([Cl:54])[CH:44]=3)[C:21]([N:23]3[CH2:28][CH2:27][CH:26]([N:29]4[CH2:34][CH2:33][CH:32]([CH2:35][CH2:36][C:37]([O:39]CC)=[O:38])[CH2:31][CH2:30]4)[CH2:25][CH2:24]3)=[O:22])=[O:18])[CH2:13][CH2:12]2)[CH2:9][CH2:8][C:7]2[CH:55]=[CH:56][CH:57]=[CH:58][C:6]=2[NH:5]1>O.C1COCC1>[O:3]=[C:4]1[N:10]([CH:11]2[CH2:16][CH2:15][N:14]([C:17]([O:19][C@H:20]([CH2:42][C:43]3[CH:48]=[C:47]([C:49]([F:51])([F:50])[F:52])[C:46]([NH2:53])=[C:45]([Cl:54])[CH:44]=3)[C:21]([N:23]3[CH2:24][CH2:25][CH:26]([N:29]4[CH2:30][CH2:31][CH:32]([CH2:35][CH2:36][C:37]([OH:39])=[O:38])[CH2:33][CH2:34]4)[CH2:27][CH2:28]3)=[O:22])=[O:18])[CH2:13][CH2:12]2)[CH2:9][CH2:8][C:7]2[CH:55]=[CH:56][CH:57]=[CH:58][C:6]=2[NH:5]1 |f:0.1|. Procedure: A solution of 2.40 mg (0.10 mmol) LiOH in 1 mL water was added to 50 mg (0.06 mmol) (R)-1-(4-amino-3-chloro-5-trifluoromethyl-benzyl)-2-[4-(2-ethoxycarbonyl-ethyl)-1,4′-bipiperidinyl-1′-yl]-2-oxo-ethyl 4-(2-oxo-1,2,4,5-tetrahydro-1,3-benzodiazepin-3-yl)-piperidine-1-carboxylate in 3 mL THF and the reaction mixture was stirred for 4 h at RT. THF was eliminated in a nitrogen stream, the residue was taken up in a little water and purified by HPLC; the fractions containing the product were combined ... Starting materials: ice, ON1C(=O)CCC1=O (HOSu), C1CCC(CC1)N=C=NC2CCCCC2 (DCC), N1[C@H](CO)CCC1 (L-prolinol), C(C)(=O)N1[C@H](C(=O)O)CCC1 (acetyl-proline). The solvent is C1CCOC1 (THF), C1CCOC1 (THF). Conditions: temperature 4 celsius, time 21 hour. Yields the product C(C)(=O)N1[C@H](C(=O)N2[C@H](C=O)CCC2)CCC1 (acetyl-prolyl-prolinal). RXN SMILES: [C:1]([N:4]1[CH2:11][CH2:10][CH2:9][C@H:5]1[C:6](O)=[O:7])(=[O:3])[CH3:2].O[N:13]1[C:18](=[O:19])[CH2:17][CH2:16][C:14]1=O.[CH2:20]1CCC(N=C=NC2CCCCC2)CC1.N1CCC[C@H]1CO>C1COCC1>[C:18]([N:13]1[CH2:14][CH2:16][CH2:20][C@H:2]1[C:1]([N:4]1[CH2:11][CH2:10][CH2:9][C@H:5]1[CH:6]=[O:7])=[O:3])(=[O:19])[CH3:17]. Reported procedure: In 200 ml of THF was dissolved 15.7 g of acetyl-proline. To this solution were added under cooling with edible salt and ice 11.5 g of HOSu and 20.6 g of DCC, and the mixture was stirred for 21 hours at 4° C. The reaction liquid was filtered and the filtrate was evaporated whereby a semi-solid substance was obtained. This substance was recrystallized from isopropyl alcohol to obtain a white solid substance which was then dissolved in 400 ml of THF. To this solution was added 7.5 g of L-prolinol, ... Reactants: C1(=CC=CC=C1)O (phenol), ClC1=NC(=CC2=C(C=CC=C12)OC)NC1=NNC(=C1)C ((1-chloro-5-methoxy-isoquinolin-3-yl)-(5-methyl-1H-pyrazol-3-yl)-amine). Product: COC1=C2C=C(N=C(C2=CC=C1)OC1=CC=CC=C1)NC1=NNC(=C1)C ((5-methoxy-1-phenoxy-isoquinolin-3-yl)-(5-methyl-1H-pyrazol-3-yl)-amine). As a reaction SMILES: [C:1]1([OH:7])[CH:6]=[CH:5][CH:4]=[CH:3][CH:2]=1.Cl[C:9]1[C:18]2[C:13](=[C:14]([O:19][CH3:20])[CH:15]=[CH:16][CH:17]=2)[CH:12]=[C:11]([NH:21][C:22]2[CH:26]=[C:25]([CH3:27])[NH:24][N:23]=2)[N:10]=1>>[CH3:20][O:19][C:14]1[CH:15]=[CH:16][CH:17]=[C:18]2[C:13]=1[CH:12]=[C:11]([NH:21][C:22]1[CH:26]=[C:25]([CH3:27])[NH:24][N:23]=1)[N:10]=[C:9]2[O:7][C:1]1[CH:6]=[CH:5][CH:4]=[CH:3][CH:2]=1. Reported procedure: Similar procedure as described in example 10 was used, starting from phenol and (1-chloro-5-methoxy-isoquinolin-3-yl)-(5-methyl-1H-pyrazol-3-yl)-amine to give (5-methoxy-1-phenoxy-isoquinolin-3-yl)-(5-methyl-1H-pyrazol-3-yl)-amine. LC-MS m/e 337(MH+). RXN SMILES: [Br:1][CH2:2][C:3](=[O:4])[c:5]1[n:6][c:7](-[c:11]2[cH:12][cH:13][cH:14][cH:15][cH:16]2)[o:8][c:9]1[CH3:10].[C:17](#[N:18])[c:19]1[cH:20][cH:21][c:22]([OH:25])[cH:23][cH:24]1.[C:26](=[O:27])([O-:28])[O-:29].[CH2:32]([C:33]([CH3:34])=[O:35])[CH3:36].[K+:30].[K+:31]>>[CH2:2]([C:3](=[O:4])[c:5]1[n:6][c:7](-[c:11]2[cH:12][cH:13][cH:14][cH:15][cH:16]2)[o:8][c:9]1[CH3:10])[O:25][c:22]1[cH:21][cH:20][c:19]([C:17]#[N:18])[cH:24][cH:23]1. The reactants are Cc1oc(-c2ccccc2)nc1C(=O)CBr, N#Cc1ccc(O)cc1, O=C([O-])[O-], CCC(C)=O, [K+], [K+]. The product is Cc1oc(-c2ccccc2)nc1C(=O)COc1ccc(C#N)cc1. The reactants are C(C)(C)(C)OC(=O)N1CCN(CC1)C1=NC=C(C=N1)C1=CC=C(C=C1)F (4-[5-(4-fluorophenyl)pyrimidin-2-yl]piperazine-1-carboxylic acid tert-butyl ester), C(C)(C)(C)OC(=O)N1CCN(CC1)C1=NC=C(C=C1)Br (4-(5-bromo-pyridin-2-yl)piperazine-1-carboxylic acid tert-butyl ester), ClC1=CC=C(C=C1)B(O)O (4-chlorophenylboronic acid). Product: C(C)(C)(C)OC(=O)N1CCN(CC1)C1=NC=C(C=C1)C1=CC=C(C=C1)Cl (4-[5-(4-Chlorophenyl)pyridin-2-yl]piperazine-1-carboxylic acid tert-butyl ester). Yield: 99.1%. Reaction SMILES: C(OC(N1CCN(C2N=CC(C3C=CC(F)=CC=3)=CN=2)CC1)=O)(C)(C)C.[C:27]([O:31][C:32]([N:34]1[CH2:39][CH2:38][N:37]([C:40]2[CH:45]=[CH:44][C:43](Br)=[CH:42][N:41]=2)[CH2:36][CH2:35]1)=[O:33])([CH3:30])([CH3:29])[CH3:28].[Cl:47][C:48]1[CH:53]=[CH:52][C:51](B(O)O)=[CH:50][CH:49]=1>>[C:27]([O:31][C:32]([N:34]1[CH2:39][CH2:38][N:37]([C:40]2[CH:45]=[CH:44][C:43]([C:51]3[CH:52]=[CH:53][C:48]([Cl:47])=[CH:49][CH:50]=3)=[CH:42][N:41]=2)[CH2:36][CH2:35]1)=[O:33])([CH3:30])([CH3:29])[CH3:28]. Procedure: Prepared according to the method for the preparation of 4-[5-(4-fluorophenyl)pyrimidin-2-yl]piperazine-1-carboxylic acid tert-butyl ester, from 4-(5-bromo-pyridin-2-yl)piperazine-1-carboxylic acid tert-butyl ester (0.536 g) and 4-chlorophenylboronic acid (0.269 g), to yield the title compound as a beige solid (0.580 g, 99%).